Dataset: the Open Reaction Database (ORD), a public repository of structured organic reaction records. Task: describe an organic reaction: reactants, conditions, products, and yield Starting materials: Cl (hydrochloric acid), solution, N(=O)[O-].[Na+] (sodium nitrite), CC1NC2=CC=CC=C2C1 (2-methylindoline), C([O-])([O-])=O.[NH4+].[NH4+] (ammonium carbonate), C([O-])(O)=O.[Na+] (sodium bicarbonate). Reagents/catalysts: [Zn] (zinc). The solvent is O (water), CO (methanol), O (water). Run at temperature 15 celsius. The product is NN1C(CC2=CC=CC=C12)C (1-amino-2-methylindoline). As a reaction SMILES: [CH3:1][CH:2]1[CH2:10][C:9]2[C:4](=[CH:5][CH:6]=[CH:7][CH:8]=2)[NH:3]1.Cl.[N:12]([O-])=O.[Na+].C(=O)(O)[O-].[Na+].C(=O)([O-])[O-].[NH4+].[NH4+]>CO.O.[Zn]>[NH2:12][N:3]1[C:4]2[C:9](=[CH:8][CH:7]=[CH:6][CH:5]=2)[CH2:10][CH:2]1[CH3:1] |f:2.3,4.5,6.7.8|. Procedure: 140 g of 2-methylindoline was dissolved in 1 liter of methanol. About 95 ml of concentrated hydrochloric acid was added and the solution was cooled to 15° C. Then a 25% solution of sodium nitrite (73 g) in water was added dropwise at 5°-10° C. The pH of the solution was adjusted to about 7.5 with sodium bicarbonate and 156 g of zinc dust was added to form a mixture thereof. Keeping the mixture at about 5° C., a solution of 264 g of ammonium carbonate in 1 liter of water was added over a period o... Starting materials: O=C([O-])O, CC(=O)OC(C)=O, O=CO, [K+], Nc1ccccc1CCO, C1CCOC1. Yields the product O=CNc1ccccc1CCO. RXN SMILES: [C:21](=[O:22])([O-:23])[OH:24].[CH3:4][C:5]([O:6][C:7](=[O:8])[CH3:9])=[O:10].[CH:1](=[O:2])[OH:3].[K+:25].[NH2:11][c:12]1[c:13]([CH2:18][CH2:19][OH:20])[cH:14][cH:15][cH:16][cH:17]1.[O:26]1[CH2:27][CH2:28][CH2:29][CH2:30]1>>[CH:1](=[O:3])[NH:11][c:12]1[c:13]([CH2:18][CH2:19][OH:20])[cH:14][cH:15][cH:16][cH:17]1.